This data is from the Open Reaction Database (ORD), a public repository of structured organic reaction records. The task is: describe an organic reaction: reactants, conditions, products, and yield The reactants are C(C)(C)(C)C=1C=C(C=CC1S(NC(C)(C)C)(=O)=O)C1=CC(=C(N1CC1CCCCC1)C)S(=O)(=O)NCC(C(=O)OC)(C)C (Methyl 3-(5-(3-(tert-butyl)-4-(N-(tert-butyl)sulfamoyl)phenyl)-1-(cyclohexylmethyl)-2-methyl-1H-pyrrole-3-sulfonamido)-2,2-dimethylpropanoate), [OH-].[Na+] (NaOH). The solvent is CO (MeOH). Reaction conditions: time 8 hour. Yields the product C(C)(C)(C)C=1C=C(C=CC1S(NC(C)(C)C)(=O)=O)C1=CC(=C(N1CC1CCCCC1)C)S(=O)(=O)NCC(C(=O)O)(C)C (3-(5-(3-(tert-Butyl)-4-(N-(tert-butyl)sulfamoyl)phenyl)-1-(cyclohexylmethyl)-2-methyl-1H-pyrrole-3-sulfonamido)-2,2-dimethylpropanoic acid). The yield is 67.7%. Reaction SMILES: [C:1]([C:5]1[CH:6]=[C:7]([C:19]2[N:23]([CH2:24][CH:25]3[CH2:30][CH2:29][CH2:28][CH2:27][CH2:26]3)[C:22]([CH3:31])=[C:21]([S:32]([NH:35][CH2:36][C:37]([CH3:43])([CH3:42])[C:38]([O:40]C)=[O:39])(=[O:34])=[O:33])[CH:20]=2)[CH:8]=[CH:9][C:10]=1[S:11](=[O:18])(=[O:17])[NH:12][C:13]([CH3:16])([CH3:15])[CH3:14])([CH3:4])([CH3:3])[CH3:2].[OH-].[Na+]>CO>[C:1]([C:5]1[CH:6]=[C:7]([C:19]2[N:23]([CH2:24][CH:25]3[CH2:30][CH2:29][CH2:28][CH2:27][CH2:26]3)[C:22]([CH3:31])=[C:21]([S:32]([NH:35][CH2:36][C:37]([CH3:43])([CH3:42])[C:38]([OH:40])=[O:39])(=[O:34])=[O:33])[CH:20]=2)[CH:8]=[CH:9][C:10]=1[S:11](=[O:18])(=[O:17])[NH:12][C:13]([CH3:15])([CH3:16])[CH3:14])([CH3:2])([CH3:3])[CH3:4] |f:1.2|. Reported procedure: To a solution of ester 10 (60 mg, 0.09 mmol) in MeOH (5 mL) was added 6N NaOH (1 mL). The mixture was stirred at rt overnight, the solvent was removed and the residue was adjusted ph<2 with 4N HCl, then extracted with EA (3×) and the combined organic layers were washed with brine and dried over Na2SO4, evaporated and purified by prep-HPLC to give acid 11 (38 mg, 65%) as white solid. 1H-NMR (400 MHz, DMSO-d6) δ: 12.29 (s, 1H), 8.15 (d, J=8.4 Hz, 1H), 7.81 (s, 1H), 7.53 (s, 1H), 7.47 (d, J=8.4 Hz,...